From a dataset of the Open Reaction Database (ORD), a public repository of structured organic reaction records. describe an organic reaction: reactants, conditions, products, and yield Starting materials: O=C(O)c1ccc(-c2nnc(CSCCOc3ccccc3)o2)cc1, NCCN1CCOCC1. Product: O=C(NCCN1CCOCC1)c1ccc(-c2nnc(CSCCOc3ccccc3)o2)cc1. As a reaction SMILES: [O:1]([c:2]1[cH:3][cH:4][cH:5][cH:6][cH:7]1)[CH2:8][CH2:9][S:10][CH2:11][c:12]1[n:13][n:14][c:15](-[c:17]2[cH:18][cH:19][c:20]([C:21](=[O:22])[OH:23])[cH:24][cH:25]2)[o:16]1.[O:26]1[CH2:27][CH2:28][N:29]([CH2:32][CH2:33][NH2:34])[CH2:30][CH2:31]1>>[O:1]([c:2]1[cH:3][cH:4][cH:5][cH:6][cH:7]1)[CH2:8][CH2:9][S:10][CH2:11][c:12]1[n:13][n:14][c:15](-[c:17]2[cH:18][cH:19][c:20]([C:21](=[O:23])[NH:34][CH2:33][CH2:32][N:29]3[CH2:28][CH2:27][O:26][CH2:31][CH2:30]3)[cH:24][cH:25]2)[o:16]1. Reactants: CCCCCC (hexane), COC=1C=CC2=C(SC(=C2CCCCC)C=O)C1 (6-methoxy-3-pentyl-2-benzo[b]thiophenecarboxaldehyde), C(=O)(OC)C=P(C1=CC=CC=C1)(C1=CC=CC=C1)C1=CC=CC=C1 ((carbomethoxymethylene)triphenylphosphorane). Run in ClCCl (dichloromethane). Product: COC(\C=C\C1=C(C2=C(S1)C=C(C=C2)OC)CCCCC)=O ((E)-3-(6-methoxy-3-pentyl-benzo[b]thien-2-yl)-2-propenoic acid methyl ester). Yield: 85.0%. RXN SMILES: [CH3:1][O:2][C:3]1[CH:4]=[CH:5][C:6]2[C:10]([CH2:11][CH2:12][CH2:13][CH2:14][CH3:15])=[C:9]([CH:16]=O)[S:8][C:7]=2[CH:18]=1.[C:19]([CH:23]=P(C1C=CC=CC=1)(C1C=CC=CC=1)C1C=CC=CC=1)([O:21][CH3:22])=[O:20].CCCCCC>ClCCl>[CH3:22][O:21][C:19](=[O:20])/[CH:23]=[CH:16]/[C:9]1[S:8][C:7]2[CH:18]=[C:3]([O:2][CH3:1])[CH:4]=[CH:5][C:6]=2[C:10]=1[CH2:11][CH2:12][CH2:13][CH2:14][CH3:15]. Procedure details: As in Example 111, 6-methoxy-3-pentyl-2-benzo[b]thiophenecarboxaldehyde (7.37 g) and (carbomethoxymethylene)triphenylphosphorane (9.7 g) in dichloromethane (100 mL) was stirred at room temperature for 42 hours. Crystallization of the crude reaction product, obtained by using the normal work up, from hexane gave 7.6 g of (E)-3-(6-methoxy-3-pentyl-benzo[b]thien-2-yl)-2-propenoic acid methyl ester, mp 49°-50° C. Anal. Calcd for C18H22O3S: C, 67.90; H, 6.96: S, 10.07 Found: C, 68.21; H, 6.80; S, 10.... The solvent is C(C)OCC (diethyl ether), O (water). RXN SMILES: Cl.[NH2:2][CH2:3][CH2:4][CH2:5][CH2:6][O:7][C:8]1[CH:15]=[CH:14][C:11]([C:12]#[N:13])=[CH:10][CH:9]=1.[OH-].[Na+].[CH3:18][C:19]1[CH:24]=[CH:23][C:22]([S:25](Cl)(=[O:27])=[O:26])=[CH:21][CH:20]=1>O.C(OCC)C>[CH3:18][C:19]1[CH:24]=[CH:23][C:22]([S:25]([NH:2][CH2:3][CH2:4][CH2:5][CH2:6][O:7][C:8]2[CH:9]=[CH:10][C:11]([C:12]#[N:13])=[CH:14][CH:15]=2)(=[O:27])=[O:26])=[CH:21][CH:20]=1 |f:0.1,2.3|. Procedure details: A solution of 3.4 g of 4-(4-aminobutoxy)benzonitrile hydrochloride (Example 52) is in 100 ml of water is treated successively with 3.5 ml of 10N NaOH and 3.5 g of 4-methylphenylsulfonyl chloride in 100 ml of diethyl ether. The mixture is stirred at room temperature for two hours, a precipitate forming. The solid is collected, washed with water and diethyl ether, dried, and recrystallized from 50% aqueous ethanol; m.p. 107°-108° C.; yield, 3.5 g. Starting materials: [OH-].[Na+] (NaOH), CC1=CC=C(C=C1)S(=O)(=O)Cl (4-methylphenylsulfonyl chloride), Cl.NCCCCOC1=CC=C(C#N)C=C1 (4-(4-aminobutoxy)benzonitrile hydrochloride). Reaction conditions: time 2 hour. The product is CC1=CC=C(C=C1)S(=O)(=O)NCCCCOC1=CC=C(C=C1)C#N (4-Methyl-N-[4-(4-cyanophenyloxy)butyl]benzenesulfonamide). Starting materials: C1CCOC1 (THF), COC([C@H](CC1=CC=C(C=C1)C1=CC=C(C=C1)C1CCCCC1)NC(C1=C(C=CC(=C1)Cl)NCC1=CC(=CC=C1)OC1=CC=C(C=C1)C(C)(C)C)=O)=O ((S)-2-{2-[3-(4-tert-Butyl-phenoxy)-benzylamino]-5-chloro-benzoylamino}-3-(4′-cyclohexyl-biphenyl-4-yl)-propionic acid methyl ester), [Li+].[OH-] (LiOH). The solvent is CO (MeOH). Reaction conditions: temperature 0 celsius, time 12 hour. Yields the product C(C)(C)(C)C1=CC=C(OC=2C=C(CNC3=C(C(=O)N[C@H](C(=O)O)CC4=CC=C(C=C4)C4=CC=C(C=C4)C4CCCCC4)C=C(C=C3)Cl)C=CC2)C=C1 ((2S)-{2-[3-(4-tert-Butyl-phenoxy)-benzylamino]-5-chloro-benzoylamino}-3-(4′-cyclohexyl-biphenyl-4-yl)-propionic acid), solid. The yield is 84.2%. Reaction SMILES: C[O:2][C:3](=[O:53])[C@@H:4]([NH:24][C:25](=[O:52])[C:26]1[CH:31]=[C:30]([Cl:32])[CH:29]=[CH:28][C:27]=1[NH:33][CH2:34][C:35]1[CH:40]=[CH:39][CH:38]=[C:37]([O:41][C:42]2[CH:47]=[CH:46][C:45]([C:48]([CH3:51])([CH3:50])[CH3:49])=[CH:44][CH:43]=2)[CH:36]=1)[CH2:5][C:6]1[CH:11]=[CH:10][C:9]([C:12]2[CH:17]=[CH:16][C:15]([CH:18]3[CH2:23][CH2:22][CH2:21][CH2:20][CH2:19]3)=[CH:14][CH:13]=2)=[CH:8][CH:7]=1.[Li+].[OH-].C1COCC1>CO>[C:48]([C:45]1[CH:44]=[CH:43][C:42]([O:41][C:37]2[CH:36]=[C:35]([CH:40]=[CH:39][CH:38]=2)[CH2:34][NH:33][C:27]2[CH:28]=[CH:29][C:30]([Cl:32])=[CH:31][C:26]=2[C:25]([NH:24][C@@H:4]([CH2:5][C:6]2[CH:11]=[CH:10][C:9]([C:12]3[CH:17]=[CH:16][C:15]([CH:18]4[CH2:23][CH2:22][CH2:21][CH2:20][CH2:19]4)=[CH:14][CH:13]=3)=[CH:8][CH:7]=2)[C:3]([OH:53])=[O:2])=[O:52])=[CH:47][CH:46]=1)([CH3:51])([CH3:49])[CH3:50] |f:1.2|. Procedure details: The title compound was prepared following General Procedure C using (S)-2-{2-[3-(4-tert-Butyl-phenoxy)-benzylamino]-5-chloro-benzoylamino}-3-(4′-cyclohexyl-biphenyl-4-yl)-propionic acid methyl ester (135 mg, 0.19 mmol), LiOH(aq) (2.0 N, 0.22 mL, 0.44 mmol), THF (4 mL) and MeOH (1 mL). The mixture was stirred at 0° C. for 12 h. The product was obtained as off-white solid (115 mg, 0.16 mmol, 84% yield). Starting materials: O=C([O-])[O-], N#CCC(=O)OCc1ccccc1, Cl, [K+], [K+], Cc1ccc(Cl)c([N+](=O)[O-])c1, CN(C)C=O, O. The product is Cc1ccc(C(C#N)C(=O)OCc2ccccc2)c([N+](=O)[O-])c1. Reaction SMILES: [C:14](=[O:15])([O-:16])[O-:17].[C:1](#[N:2])[CH2:3][C:4](=[O:5])[O:6][CH2:7][c:8]1[cH:9][cH:10][cH:11][cH:12][cH:13]1.[ClH:31].[K+:18].[K+:19].[N+:20](=[O:21])([O-:22])[c:23]1[cH:24][c:25]([CH3:30])[cH:26][cH:27][c:28]1[Cl:29].[O:32]=[CH:33][N:34]([CH3:35])[CH3:36].[OH2:37]>>[C:1](#[N:2])[CH:3]([C:4](=[O:5])[O:6][CH2:7][c:8]1[cH:9][cH:10][cH:11][cH:12][cH:13]1)[c:28]1[c:23]([N+:20](=[O:21])[O-:22])[cH:24][c:25]([CH3:30])[cH:26][cH:27]1. The reactants are CN1CCNCC1, CN1CCCC1=O, O=C(Nc1nc(-c2ccco2)c(N2CCOCC2)s1)c1ccnc(Cl)c1, O. The product is CN1CCN(c2cc(C(=O)Nc3nc(-c4ccco4)c(N4CCOCC4)s3)ccn2)CC1. Reaction SMILES: [CH3:27][N:28]1[CH2:29][CH2:30][NH:31][CH2:32][CH2:33]1.[CH3:35][N:36]1[CH2:37][CH2:38][CH2:39][C:40]1=[O:41].[Cl:1][c:2]1[n:3][cH:4][cH:5][c:6]([C:8](=[O:9])[NH:10][c:11]2[s:12][c:13]([N:21]3[CH2:22][CH2:23][O:24][CH2:25][CH2:26]3)[c:14](-[c:16]3[o:17][cH:18][cH:19][cH:20]3)[n:15]2)[cH:7]1.[OH2:34]>>[c:2]1([N:31]2[CH2:30][CH2:29][N:28]([CH3:27])[CH2:33][CH2:32]2)[n:3][cH:4][cH:5][c:6]([C:8](=[O:9])[NH:10][c:11]2[s:12][c:13]([N:21]3[CH2:22][CH2:23][O:24][CH2:25][CH2:26]3)[c:14](-[c:16]3[o:17][cH:18][cH:19][cH:20]3)[n:15]2)[cH:7]1.